From a dataset of the Open Reaction Database (ORD), a public repository of structured organic reaction records. describe an organic reaction: reactants, conditions, products, and yield The reactants are [OH-].[Na+] (sodium hydroxide), S(O)(O)(=O)=O (sulfuric acid), ClC1=C(CO)C=CC(=C1)Cl (2,4-dichlorobenzyl alcohol), OC1=CC=C(CCO)C=C1 (4-hydroxyphenethyl alcohol). Run in C(C)O (ethanol), O (water). Product: ClC1=C(COC2=CC=C(CCO)C=C2)C=CC(=C1)Cl (4-(2,4-dichlorobenzyloxy)-phenethyl alcohol). Reaction SMILES: [OH-].[Na+].[Cl:3][C:4]1[CH:11]=[C:10]([Cl:12])[CH:9]=[CH:8][C:5]=1[CH2:6][OH:7].O[C:14]1[CH:22]=[CH:21][C:17]([CH2:18][CH2:19][OH:20])=[CH:16][CH:15]=1.S(=O)(=O)(O)O>C(O)C.O>[Cl:3][C:4]1[CH:11]=[C:10]([Cl:12])[CH:9]=[CH:8][C:5]=1[CH2:6][O:7][C:14]1[CH:22]=[CH:21][C:17]([CH2:18][CH2:19][OH:20])=[CH:16][CH:15]=1 |f:0.1|. Procedure details: 2.8 g. of sodium hydroxide in 10 ml. of water and 13.6 g. of 2,4-dichlorobenzyl alcohol are added to 8 g. of 4-hydroxyphenethyl alcohol in 80 ml. of ethanol. After refluxing the solution for 1.5 hours, the mixture is acidified with dilute sulfuric acid and extracted with methylene chloride. Drying and evaporation of the solvent yields the crude product at 100°-130° (air bath temperature)//0.02 torr by distillation with the use of a bulb tube. From cyclohexane, 14.5 g. of 4-(2,4-dichlorobenzyloxy... Starting materials: [H][H] (hydrogen), stainless steel, BrC1=C(C2=CC=CC=C2C=C1)C1=C(C=CC2=CC=CC=C12)Br (2,2'-dibromo-1,1'-binaphthyl), C(C)(=O)OCC (ethyl acetate). Reagents/catalysts: [C].[Ru] (ruthenium-carbon). The solvent is C(C)O (ethanol). Conditions: temperature 30 celsius, time 20 hour. Product: BrC1=C(C=2CCCCC2C=C1)C1=C(C=CC=2CCCCC12)Br (2,2'-dibromo-5,5',6,6',7,7',8,8'-octahydro-1,1'-binaphthyl). RXN SMILES: [Br:1][C:2]1[CH:11]=[CH:10][C:9]2[C:4](=[CH:5][CH:6]=[CH:7][CH:8]=2)[C:3]=1[C:12]1[C:21]2[C:16](=[CH:17][CH:18]=[CH:19][CH:20]=2)[CH:15]=[CH:14][C:13]=1[Br:22].C(OCC)(=O)C.[H][H]>[C].[Ru].C(O)C>[Br:1][C:2]1[CH:11]=[CH:10][C:9]2[CH2:8][CH2:7][CH2:6][CH2:5][C:4]=2[C:3]=1[C:12]1[C:21]2[CH2:20][CH2:19][CH2:18][CH2:17][C:16]=2[CH:15]=[CH:14][C:13]=1[Br:22] |f:3.4|. Procedure details: A 500 ml capacity stainless steel autoclave was charged with 35 g (0.085 mol) of 2,2'-dibromo-1,1'-binaphthyl, 5.25 g of 5%-ruthenium-carbon (manufactured by NECHEMCAT), 130 ml of ethyl acetate and 130 ml of 95% ethanol. After carrying out 20 hours of hydrogenation at a temperature of 100° C. under a hydrogen pressure of 50 kg/cm2, absorption of 4 mols of hydrogen per mol substrate was confirmed. The reaction mixture was cooled to 30° C. to remove the catalyst by filtration, the resulting filtra... Reactants: O (Water), [N+](=O)(O)[O-] (nitric acid), ice, COC=1C(=C(C(=O)OC)C=CC1OC)OS(=O)(=O)C (methyl 3,4-dimethoxy-2-methanesulfonyloxybenzoate). Run in C(C)(=O)OC(C)=O (acetic anhydride). Conditions: time 1 hour. The product is COC=1C(=C(C(=O)OC)C(=CC1OC)[N+](=O)[O-])OS(=O)(=O)C (Methyl 3,4-dimethoxy-2-methylsulfonyloxy-6-nitrobenzoate). Isolated yield 86.0%. Reaction SMILES: [N+:1]([O-:4])(O)=[O:2].[CH3:5][O:6][C:7]1[C:8]([O:19][S:20]([CH3:23])(=[O:22])=[O:21])=[C:9]([CH:14]=[CH:15][C:16]=1[O:17][CH3:18])[C:10]([O:12][CH3:13])=[O:11].O>C(OC(=O)C)(=O)C>[CH3:5][O:6][C:7]1[C:8]([O:19][S:20]([CH3:23])(=[O:22])=[O:21])=[C:9]([C:14]([N+:1]([O-:4])=[O:2])=[CH:15][C:16]=1[O:17][CH3:18])[C:10]([O:12][CH3:13])=[O:11]. Procedure: Concentrated nitric acid (0.62 ml) was added dropwise to an ice cooled solution of methyl 3,4-dimethoxy-2-methanesulfonyloxybenzoate (1.94 g, 0.0067 mol) in acetic anhydride (3 ml) and the reaction stirred for 1 hour. Water (20 ml) was carefully added, and the resulting precipitate filtered and washed with further water. Drying under suction filtration gave the subtitle compound as a white solid (1.94 g, 86%). 1H-NMR (CDCl3): δ=3.34 (3H, s), 3.94 (3H, s), 4.00 (3H, s), 4.18 (3H, s), 7.68 (1H, s)... Reactants: O=C1CCC(=O)N1Br, O=C(OOC(=O)c1ccccc1)c1ccccc1, ClC(Cl)(Cl)Cl, CCOC(=O)COc1cc2c(c(Cl)c1Cl)C(=O)C(C)(C(C)C)C2. Product: CCOC(=O)COc1cc2c(c(Cl)c1Cl)C(=O)C(C)(C(C)C)C2Br. RXN SMILES: [Br:24][N:25]1[C:26](=[O:27])[CH2:28][CH2:29][C:30]1=[O:31].[C:32]([O:33][O:34][C:35](=[O:36])[c:37]1[cH:38][cH:39][cH:40][cH:41][cH:42]1)(=[O:43])[c:44]1[cH:45][cH:46][cH:47][cH:48][cH:49]1.[C:50]([Cl:51])([Cl:52])([Cl:53])[Cl:54].[O:1]=[C:2]1[C:3]([CH3:20])([CH:21]([CH3:22])[CH3:23])[CH2:4][c:5]2[cH:6][c:7]([O:13][CH2:14][C:15](=[O:16])[O:17][CH2:18][CH3:19])[c:8]([Cl:12])[c:9]([Cl:11])[c:10]21>>[O:1]=[C:2]1[C:3]([CH3:20])([CH:21]([CH3:22])[CH3:23])[CH:4]([Br:24])[c:5]2[cH:6][c:7]([O:13][CH2:14][C:15](=[O:16])[O:17][CH2:18][CH3:19])[c:8]([Cl:12])[c:9]([Cl:11])[c:10]21. Reactants: BrC1CCCCC1, CC(=O)N1CCN(c2ccc(O)cc2)CC1, CN(C)C=O, CCOC(C)=O, [H-], [Na+], O. Yields the product CC(=O)N1CCN(c2ccc(OC3CCCCC3)cc2)CC1. Reaction SMILES: [Br:19][CH:20]1[CH2:21][CH2:22][CH2:23][CH2:24][CH2:25]1.[C:3]([CH3:4])(=[O:5])[N:6]1[CH2:7][CH2:8][N:9]([c:12]2[cH:13][cH:14][c:15]([OH:18])[cH:16][cH:17]2)[CH2:10][CH2:11]1.[CH3:27][N:28]([CH3:29])[CH:30]=[O:31].[CH3:32][CH2:33][O:34][C:35](=[O:36])[CH3:37].[H-:1].[Na+:2].[OH2:26]>>[C:3]([CH3:4])(=[O:5])[N:6]1[CH2:7][CH2:8][N:9]([c:12]2[cH:13][cH:14][c:15]([O:18][CH:20]3[CH2:21][CH2:22][CH2:23][CH2:24][CH2:25]3)[cH:16][cH:17]2)[CH2:10][CH2:11]1. Reactants: NC(=O)CBr, O=C([O-])[O-], CN(C)C=O, [Cs+], [Cs+], CC(C)CCNn1c(=O)c(C2=NS(=O)(=O)c3cc(O)ccc3N2)c(O)c2ccccc21. The product is CC(C)CCNn1c(=O)c(C2=NS(=O)(=O)c3cc(OCC(N)=O)ccc3N2)c(O)c2ccccc21. Reaction SMILES: [Br:38][CH2:39][C:40](=[O:41])[NH2:42].[C:32](=[O:33])([O-:34])[O-:35].[CH3:43][N:44]([CH3:45])[CH:46]=[O:47].[Cs+:36].[Cs+:37].[OH:1][c:2]1[c:3]([C:19]2=[N:20][S:21](=[O:30])(=[O:31])[c:22]3[c:23]([cH:25][cH:26][c:27]([OH:29])[cH:28]3)[NH:24]2)[c:4](=[O:18])[n:5]([NH:12][CH2:13][CH2:14][CH:15]([CH3:16])[CH3:17])[c:6]2[cH:7][cH:8][cH:9][cH:10][c:11]12>>[OH:1][c:2]1[c:3]([C:19]2=[N:20][S:21](=[O:30])(=[O:31])[c:22]3[c:23]([cH:25][cH:26][c:27]([O:29][CH2:39][C:40](=[O:41])[NH2:42])[cH:28]3)[NH:24]2)[c:4](=[O:18])[n:5]([NH:12][CH2:13][CH2:14][CH:15]([CH3:16])[CH3:17])[c:6]2[cH:7][cH:8][cH:9][cH:10][c:11]12. The reactants are [Cl-].[NH4+] (ammonium chloride), alcohol, OC(C#C)(C=CC=C(C=C)C)C (3-hydroxy-3,7-dimethyl-nona-4,6,8-trien-1-yne), C(C)Br (ethyl bromide), [Mg] (magnesium), CC1(C(C(CCC1)C)=O)C (2,2,6-trimethylcyclohexanone). Solvent: C1=CC=CC=C1 (benzene), C(C)OCC (diethyl ether), CCOCC (ether), C1=CC=CC=C1 (benzene). The product is OC(C=CC=C(C=C)C)(CCC1(C(CCCC1C)(C)C)O)C (7-hydroxy-3,7-dimethyl-9-(1-hydroxy-2,2,6-trimethylcyclohexyl)-nona-1,3,5-trien-3-yne). As a reaction SMILES: C(Br)C.[Mg].[OH:5][C:6]([CH3:16])([CH:9]=[CH:10][CH:11]=[C:12]([CH3:15])[CH:13]=[CH2:14])[C:7]#[CH:8].[CH3:17][C:18]1([CH3:26])[CH2:23][CH2:22][CH2:21][CH:20]([CH3:24])[C:19]1=[O:25].[Cl-].[NH4+]>C(OCC)C.C1C=CC=CC=1>[OH:5][C:6]([CH3:16])([CH2:7][CH2:8][C:19]1([OH:25])[CH:20]([CH3:24])[CH2:21][CH2:22][CH2:23][C:18]1([CH3:26])[CH3:17])[CH:9]=[CH:10][CH:11]=[C:12]([CH3:15])[CH:13]=[CH2:14] |f:4.5|. Procedure: A solution of ethyl bromide (1.75 g.) in diethyl ether was added to a suspension of magnesium (0.385 g.) in ether and the mixture was heated to reflux for 30 minutes. A solution of the alcohol, 3-hydroxy-3,7-dimethyl-nona-4,6,8-trien-1-yne, (1.0 g.) in dry benzene was added and the mixture refluxed 30 minutes. A solution of 2,2,6-trimethylcyclohexanone (1.12 g.) in benzene was added and the mixture refluxed for 15 minutes and poured into saturated aqueous ammonium chloride solution. The organic ... The reactants are C(#C)C1=CC=C(C=C1)N(C)C ((4-ethynyl phenyl)-dimethyl amine), COC=1C=C(C=C(C1OC)OC)N=[N+]=[N-] (3,4,5-trimethoxyphenyl azide). Reaction conditions: temperature 80 celsius. Yields the product COC=1C=C(C=C(C1OC)OC)N1N=NC=C1C1=CC=C(C=C1)N(C)C (1-(3,4,5-trimethoxy-phenyl)-5-[4-(N,N-dimethylamino)-phenyl]-1H-[1,2,3]triazole). As a reaction SMILES: [C:1]([C:3]1[CH:8]=[CH:7][C:6]([N:9]([CH3:11])[CH3:10])=[CH:5][CH:4]=1)#[CH:2].[CH3:12][O:13][C:14]1[CH:15]=[C:16]([N:24]=[N+:25]=[N-:26])[CH:17]=[C:18]([O:22][CH3:23])[C:19]=1[O:20][CH3:21]>>[CH3:12][O:13][C:14]1[CH:15]=[C:16]([N:24]2[C:1]([C:3]3[CH:8]=[CH:7][C:6]([N:9]([CH3:11])[CH3:10])=[CH:5][CH:4]=3)=[CH:2][N:26]=[N:25]2)[CH:17]=[C:18]([O:22][CH3:23])[C:19]=1[O:20][CH3:21]. Procedure: To a scintillation vial was added (4-ethynyl phenyl)-dimethyl amine (660 5 mmol) and 3,4,5-trimethoxyphenyl azide (1.05 g.; 5 mmol) and the mixture was heated at 80° C. for 24 hours. The crude mixture was purified by column chromatography to give 1-(3,4,5-trimethoxy-phenyl)-5-[4-(N,N-dimethylamino)-phenyl]-1H-[1,2,3]triazole.